Dataset: the Open Reaction Database (ORD), a public repository of structured organic reaction records. Task: describe an organic reaction: reactants, conditions, products, and yield Starting materials: OC1=C(C=C(C=C1)O)C(C)=O (2',5'-dihydroxyacetophenone), C1(CCC1)C(=O)Cl (cyclobutanecarbonyl chloride), BrCCCCCCCl (1-bromo-6-chlorohexane), N1CCCCC1 (piperidine). Yields the product Cl.C1(CCC1)C=1OC2=C(C(C1)=O)C=C(C=C2)OCCCCCCN2CCCCC2 (2-Cyclobutyl-6-(6-piperidinylhexoxy)-4H-1-benzopyran-4-one hydrochloride). Reaction SMILES: [OH:1][C:2]1[CH:7]=[CH:6][C:5]([OH:8])=[CH:4][C:3]=1[C:9](=[O:11])[CH3:10].[CH:12]1([C:16]([Cl:18])=O)[CH2:15][CH2:14][CH2:13]1.Br[CH2:20][CH2:21][CH2:22][CH2:23][CH2:24][CH2:25]Cl.[NH:27]1[CH2:32][CH2:31][CH2:30][CH2:29][CH2:28]1>>[ClH:18].[CH:12]1([C:16]2[O:1][C:2]3[CH:7]=[CH:6][C:5]([O:8][CH2:20][CH2:21][CH2:22][CH2:23][CH2:24][CH2:25][N:27]4[CH2:32][CH2:31][CH2:30][CH2:29][CH2:28]4)=[CH:4][C:3]=3[C:9](=[O:11])[CH:10]=2)[CH2:15][CH2:14][CH2:13]1 |f:4.5|. Procedure details: The compound was prepared by a method similar to Example 11 from 2',5'-dihydroxyacetophenone, cyclobutanecarbonyl chloride, 1-bromo-6-chlorohexane, and piperidine: mp 165°-166° C. The reactants are [I-].[I-].[I-].C(CC)N(CCC)C=1C=CC2=NC3=CC=CC=C3[S+]=C2C1.C(CC)N(CCC)C=1C=CC2=NC3=CC=CC=C3[S+]=C2C1.C(CC)N(CCC)C=1C=CC2=NC3=CC=CC=C3[S+]=C2C1 (3-(N,N-dipropylamino)-phenothiazin-5-ium triiodide), C(CCC)NCCCC (dibutylamine). The product is [I-].C(CCC)N(CCCC)C=1C=CC2=NC3=CC=C(C=C3[S+]=C2C1)N(CCC)CCC (3-(N,N-dibutylamino)-7-(N,N-dipropylamino)-phenothiazin-5-ium iodide). As a reaction SMILES: [I-:1].[I-].[I-].[CH2:4]([N:7]([C:11]1[CH:12]=[CH:13][C:14]2[C:23]([CH:24]=1)=[S+:22][C:21]1[C:16](=[CH:17][CH:18]=[CH:19][CH:20]=1)[N:15]=2)[CH2:8][CH2:9][CH3:10])[CH2:5][CH3:6].C(N([C:32]1[CH:33]=[CH:34][C:35]2C(C=1)=[S+]C1[C:37](=[CH:38][CH:39]=[CH:40]C=1)[N:36]=2)CCC)CC.C(N(C1C=CC2C(C=1)=[S+]C1C(=CC=CC=1)N=2)CCC)CC.C(NCCCC)CCC>>[I-:1].[CH2:35]([N:36]([C:19]1[CH:18]=[CH:17][C:16]2[C:21]([CH:20]=1)=[S+:22][C:23]1[C:14](=[CH:13][CH:12]=[C:11]([N:7]([CH2:8][CH2:9][CH3:10])[CH2:4][CH2:5][CH3:6])[CH:24]=1)[N:15]=2)[CH2:37][CH2:38][CH2:39][CH3:40])[CH2:34][CH2:33][CH3:32] |f:0.1.2.3.4.5,7.8|. Reported procedure: This compound was obtained following isolation of 3-(N,N-dipropylamino)-phenothiazin-5-ium triiodide and subsequent treatment with dibutylamine. Precipitation from dichloromethane by addition of diethyl ether yielded purple lustrous crystals. Mass spectrometry: C26H35N3OS requires m/z=424; found m/z=424 (I− not detected by mass spectrometry). Reactants: S(=O)(=O)([O-])[O-].[K+].[K+] (potassium sulfate), calomel, S1C(=CC=C1)CC(=O)NC1[C@@H]2N(C(=C(CS2)Cl)C(=O)O)C1=O (7-(thien-2-ylacetamido)-3-chloro-3-cephem-4-carboxylic acid), S(O)(O)(=O)=O (sulfuric acid). The reagents and catalysts are [Pt] (platinum), [I-].C(CCC)[N+](CCCC)(CCCC)CCCC (tetrabutylammonium iodide), [Hg] (mercury). The product is S1C(=CC=C1)CC(=O)NC1[C@@H]2N(C(=CCS2)C(=O)O)C1=O (7-(thien-2-ylacetamido)-3-cephem-4-carboxylic acid). As a reaction SMILES: [S:1]1[CH:5]=[CH:4][CH:3]=[C:2]1[CH2:6][C:7]([NH:9][CH:10]1[C:21](=[O:22])[N:12]2[C:13]([C:18]([OH:20])=[O:19])=[C:14](Cl)[CH2:15][S:16][C@H:11]12)=[O:8].S([O-])([O-])(=O)=O.[K+].[K+].S(=O)(=O)(O)O>[I-].C([N+](CCCC)(CCCC)CCCC)CCC.[Hg].[Pt]>[S:1]1[CH:5]=[CH:4][CH:3]=[C:2]1[CH2:6][C:7]([NH:9][CH:10]1[C:21](=[O:22])[N:12]2[C:13]([C:18]([OH:20])=[O:19])=[CH:14][CH2:15][S:16][C@H:11]12)=[O:8] |f:1.2.3,5.6|. Procedure details: Fifty ml. of working fluid was prepared, containing 6.4 mg./ml. of 7-(thien-2-ylacetamido)-3-chloro-3-cephem-4-carboxylic acid in 0.25 molar pH 8 McIlvaine buffer containing 0.0375 molar tetrabutylammonium iodide. The McIlvaine buffer was prepared according to McIlvaine's article at Anal. Chem. 28, 1179 (1956). The measured pH of the working fluid was 7.3. It was transferred to the cathode compartment of an electrolysis cell having a mercury ring working electrode and a stirrer. The circular aux... Product: FC1(F)CC1COc1cccc(Br)n1. The reactants are Fc1cccc(Br)n1, C1COCCO1, OCC1CC1(F)F, [H-], [Na+], CN(C)C=O, O. As a reaction SMILES: [Br:10][c:11]1[n:12][c:13]([F:17])[cH:14][cH:15][cH:16]1.[CH2:19]1[O:20][CH2:21][CH2:22][O:23][CH2:24]1.[F:1][C:2]1([F:7])[CH:3]([CH2:5][OH:6])[CH2:4]1.[H-:8].[Na+:9].[O:25]=[CH:26][N:27]([CH3:28])[CH3:29].[OH2:18]>>[F:1][C:2]1([F:7])[CH:3]([CH2:5][O:6][c:13]2[n:12][c:11]([Br:10])[cH:16][cH:15][cH:14]2)[CH2:4]1. Starting materials: COCCNC ((2-methoxy-ethyl)-methyl-amine), C(#N)C1=CNC2=CC=C(C=C12)CCNC(C1=CC=C(C=C1)C1=NC(=NC=C1)Cl)=O (N-[2-(3-Cyano-1H-indol-5-yl)-ethyl]-4-[2-chloro-pyrimidin-4-yl]-benzamide). The product is C(#N)C1=CNC2=CC=C(C=C12)CCNC(C1=CC=C(C=C1)C1=NC(=NC=C1)N(C)CCOC)=O (N-[2-(3-cyano-1H-indol-5-yl)-ethyl]-4-[2-[(2-methoxy-ethyl)-methyl-amino]-pyrimidin-4-yl]-benzamide). Reaction SMILES: [CH3:1][O:2][CH2:3][CH2:4][NH:5][CH3:6].[C:7]([C:9]1[C:17]2[C:12](=[CH:13][CH:14]=[C:15]([CH2:18][CH2:19][NH:20][C:21](=[O:35])[C:22]3[CH:27]=[CH:26][C:25]([C:28]4[CH:33]=[CH:32][N:31]=[C:30](Cl)[N:29]=4)=[CH:24][CH:23]=3)[CH:16]=2)[NH:11][CH:10]=1)#[N:8]>>[C:7]([C:9]1[C:17]2[C:12](=[CH:13][CH:14]=[C:15]([CH2:18][CH2:19][NH:20][C:21](=[O:35])[C:22]3[CH:27]=[CH:26][C:25]([C:28]4[CH:33]=[CH:32][N:31]=[C:30]([N:5]([CH2:4][CH2:3][O:2][CH3:1])[CH3:6])[N:29]=4)=[CH:24][CH:23]=3)[CH:16]=2)[NH:11][CH:10]=1)#[N:8]. Procedure details: Using (2-methoxy-ethyl)-methyl-amine and N-[2-(3-Cyano-1H-indol-5-yl)-ethyl]-4-[2-chloro-pyrimidin-4-yl]-benzamide (reference example 1az) as substrates. 1H NMR (DMSO) δ 2.98 (t, 2H, J=7 Hz); 3.22 (s, 3H); 3.28 (s, 3H); 3.58 (m, 4H); 3.85 (m, 2H); 7.21 (m, 2H); 7.50 (m,2H); 7.93 (d, 2H, J=9 Hz); 8.20 (m, 3H); 8.45 (d, 1H, J=5 Hz); 8.69 (bt, 1H); 12.13 (bs, 1H). MS (ion spray) m/z 455 (M+H)+. Reactants: CC1=NN(C(=C1)N)C1CCN(CC1)C (3-Methyl-1-(1-methyl-4-piperidinyl)-1H-pyrazol-5-amine), C1(CC1)C(CC(C(=O)OCC)=O)=O (ethyl 4-cyclopropyl-2,4-dioxobutanoate). Product: C1(CC1)C=1C=C(C2=C(N1)N(N=C2C)C2CCN(CC2)C)C(=O)OCC (Ethyl 6-cyclopropyl-3-methyl-1-(1-methyl-4-piperidinyl)-1H-pyrazolo[3,4-b]pyridine-4-carboxylate). Procedure details: 3-Methyl-1-(1-methyl-4-piperidinyl)-1H-pyrazol-5-amine (500 mg, 2.57 mmol) and ethyl 4-cyclopropyl-2,4-dioxobutanoate (474 mg, 2.57 mmol) were suspended in Toluene (10 mL) and heated at 70° C. for 5 h. The solvent was removed in vacuo and the crude residue was purified via silica gel chromatography (eluent: gradient of 0 to 10% MeOH:DCM). The final product was collected as a solid, 0.722 g (76%). LCMS E-S (M+H)=343.1 1H NMR (400 MHz, DMSO-d6) δ ppm 1.03-1.11 (m, 4H), 1.38 (t, J=7.07 Hz, 3H), 1.8... Run in C1(=CC=CC=C1)C (Toluene). Reaction SMILES: [CH3:1][C:2]1[CH:6]=[C:5]([NH2:7])[N:4]([CH:8]2[CH2:13][CH2:12][N:11]([CH3:14])[CH2:10][CH2:9]2)[N:3]=1.[CH:15]1([C:18](=O)[CH2:19][C:20](=O)[C:21]([O:23][CH2:24][CH3:25])=[O:22])[CH2:17][CH2:16]1>C1(C)C=CC=CC=1>[CH:15]1([C:18]2[CH:19]=[C:20]([C:21]([O:23][CH2:24][CH3:25])=[O:22])[C:6]3[C:2]([CH3:1])=[N:3][N:4]([CH:8]4[CH2:13][CH2:12][N:11]([CH3:14])[CH2:10][CH2:9]4)[C:5]=3[N:7]=2)[CH2:16][CH2:17]1. Run at temperature 70 celsius.